describe an organic reaction: reactants, conditions, products, and yield From a dataset of the Open Reaction Database (ORD), a public repository of structured organic reaction records. The reactants are NC(C(=O)OCC1=NC(=CC=C1)C(C1=CC=CC=C1)=O)C(C)C ((6-benzoyl-2-pyridyl)methyl 2-amino-3-methylbutanoate), ClC(CBr)=C (2-chloro-2-propen-1-yl bromide), ClC(=CCCl)C (3-chloro-2-buten-1-yl chloride). Product: ClC(CNC(C(=O)OCC1=NC(=CC=C1)C(C1=CC=CC=C1)=O)C(C)C)=C ((6-benzoyl-2-pyridyl)methyl 2-[N-(2-chloro-2-propenyl)amino]-3-methylbutanoate), ClC(=CCNC(C(=O)OCC1=NC(=CC=C1)C(C1=CC=CC=C1)=O)C(C)C)C ((6-benzoyl-2-pyridyl)methyl 2-[N-(3-chloro-2-butenyl)amino]-3-methylbutanoate). As a reaction SMILES: [NH2:1][CH:2]([CH:21]([CH3:23])[CH3:22])[C:3]([O:5][CH2:6][C:7]1[CH:12]=[CH:11][CH:10]=[C:9]([C:13](=[O:20])[C:14]2[CH:19]=[CH:18][CH:17]=[CH:16][CH:15]=2)[N:8]=1)=[O:4].[Cl:24][C:25](=[CH2:28])[CH2:26]Br.[Cl:29][C:30]([CH3:34])=[CH:31][CH2:32]Cl>>[Cl:24][C:25](=[CH2:26])[CH2:28][NH:1][CH:2]([CH:21]([CH3:23])[CH3:22])[C:3]([O:5][CH2:6][C:7]1[CH:12]=[CH:11][CH:10]=[C:9]([C:13](=[O:20])[C:14]2[CH:19]=[CH:18][CH:17]=[CH:16][CH:15]=2)[N:8]=1)=[O:4].[Cl:29][C:30]([CH3:34])=[CH:31][CH2:32][NH:1][CH:2]([CH:21]([CH3:23])[CH3:22])[C:3]([O:5][CH2:6][C:7]1[CH:12]=[CH:11][CH:10]=[C:9]([C:13](=[O:20])[C:14]2[CH:19]=[CH:18][CH:17]=[CH:16][CH:15]=2)[N:8]=1)=[O:4]. Procedure: Using the method of Example 2, (6-benzoyl-2-pyridyl)methyl 2-amino-3-methylbutanoate is reacted with each of 2-chloro-2-propen-1-yl bromide and 3-chloro-2-buten-1-yl chloride to yield (6-benzoyl-2-pyridyl)methyl 2-[N-(2-chloro-2-propenyl)amino]-3-methylbutanoate and (6-benzoyl-2-pyridyl)methyl 2-[N-(3-chloro-2-butenyl)amino]-3-methylbutanoate. Reactants: C(C)(C)(C)C1=C(OC2CN(C2)C(=O)C2=CC=C(C#N)C=C2)C=CC=C1 (4-{[3-(2-tert-butylphenoxy)azetidin-1-yl]carbonyl}benzonitrile), [Cl-].O[NH3+] (hydroxylammonium chloride), C(O)([O-])=O.[Na+] (sodium hydrogen carbonate), C(=O)(N1C=NC=C1)N1C=NC=C1 (1,1′-carbonylbis-1H-imidazole), N12CCCCCC2=NCCC1 (1,8-diazabicyclo[5.4.0]undec-7-ene), O.Cl (HCl water). The solvent is CS(=O)C (DMSO), C1CCOC1 (THF). Run at time 2 hour. Product: C(C)(C)(C)C1=C(OC2CN(C2)C(=O)C2=CC=C(C=C2)C2=NOC(N2)=O)C=CC=C1 (3-(4-{[3-(2-tert-butylphenoxy)azetidin-1-yl]carbonyl}phenyl)-1,2,4-oxadiazol-5(4H)-one). The yield is 59.3%. Reaction SMILES: [C:1]([C:5]1[CH:25]=[CH:24][CH:23]=[CH:22][C:6]=1[O:7][CH:8]1[CH2:11][N:10]([C:12]([C:14]2[CH:21]=[CH:20][C:17]([C:18]#[N:19])=[CH:16][CH:15]=2)=[O:13])[CH2:9]1)([CH3:4])([CH3:3])[CH3:2].[Cl-].O[NH3+].[C:29](=[O:32])([O-])[OH:30].[Na+].C(N1C=CN=C1)([N:36]1C=CN=C1)=O.N12CCCN=C1CCCCC2.O.Cl>CS(C)=O.C1COCC1>[C:1]([C:5]1[CH:25]=[CH:24][CH:23]=[CH:22][C:6]=1[O:7][CH:8]1[CH2:11][N:10]([C:12]([C:14]2[CH:15]=[CH:16][C:17]([C:18]3[NH:36][C:29](=[O:32])[O:30][N:19]=3)=[CH:20][CH:21]=2)=[O:13])[CH2:9]1)([CH3:4])([CH3:2])[CH3:3] |f:1.2,3.4,7.8|. Procedure details: To a stirred solution of 4-{[3-(2-tert-butylphenoxy)azetidin-1-yl]carbonyl}benzonitrile (2.00 g, 6.00 mmol) in DMSO (5.0 mL) was added hydroxylammonium chloride (2.08 g, 30.0 mmol) and sodium hydrogen carbonate (2.52 g, 30.0 mmol) at 90° C. After 1 h the reaction mixture was partitioned between ethyl acetate and water and separated. The organic layer was washed with saturated sodium chloride, dried (Na2SO4), filtered and concentrated under reduced pressure. The residue was dissolved in THF (10.0... The reactants are Cc1nc(N)cn1CCNC(=O)OC(C)(C)C, ClCCl, O=C=Nc1cccc(C(F)(F)F)c1. The product is Cc1nc(NC(=O)Nc2cccc(C(F)(F)F)c2)cn1CCNC(=O)OC(C)(C)C. Reaction SMILES: [C:14]([CH3:15])([CH3:16])([CH3:17])[O:18][C:19]([NH:20][CH2:21][CH2:22][n:23]1[c:24]([CH3:29])[n:25][c:26]([NH2:28])[cH:27]1)=[O:30].[Cl:31][CH2:32][Cl:33].[F:1][C:2]([c:3]1[cH:4][c:5]([N:9]=[C:10]=[O:11])[cH:6][cH:7][cH:8]1)([F:12])[F:13]>>[F:1][C:2]([c:3]1[cH:4][c:5]([NH:9][C:10](=[O:11])[NH:28][c:26]2[n:25][c:24]([CH3:29])[n:23]([CH2:22][CH2:21][NH:20][C:19]([O:18][C:14]([CH3:15])([CH3:16])[CH3:17])=[O:30])[cH:27]2)[cH:6][cH:7][cH:8]1)([F:12])[F:13]. The reactants are E2, FC=1C=C(OC2=C(C=C(C=C2)CO)F)C=C(C1)F ((4-(3,5-difluorophenoxy)-3-fluorophenyl)methanol), ClC1=NC(N2C(N(CCC2)C)=C1)=O (8-chloro-1-methyl-3,4-dihydro-1H-pyrimido[1,6-a]pyrimidin-6(2H)-one). Yields the product FC=1C=C(OC2=C(C=C(COC3=NC(N4C(N(CCC4)C)=C3)=O)C=C2)F)C=C(C1)F (8-((4-(3,5-difluorophenoxy)-3-fluorobenzyl)oxy)-1-methyl-3,4-dihydro-1H-pyrimido[1,6-a]pyrimidin-6(2H)-one). RXN SMILES: [F:1][C:2]1[CH:3]=[C:4]([CH:15]=[C:16]([F:18])[CH:17]=1)[O:5][C:6]1[CH:11]=[CH:10][C:9]([CH2:12][OH:13])=[CH:8][C:7]=1[F:14].Cl[C:20]1[CH:30]=[C:24]2[N:25]([CH3:29])[CH2:26][CH2:27][CH2:28][N:23]2[C:22](=[O:31])[N:21]=1>>[F:1][C:2]1[CH:3]=[C:4]([CH:15]=[C:16]([F:18])[CH:17]=1)[O:5][C:6]1[CH:11]=[CH:10][C:9]([CH2:12][O:13][C:20]2[CH:30]=[C:24]3[N:25]([CH3:29])[CH2:26][CH2:27][CH2:28][N:23]3[C:22](=[O:31])[N:21]=2)=[CH:8][C:7]=1[F:14]. Reported procedure: The title compound or its salt was prepared by a procedure similar to that described for E2 starting from (4-(3,5-difluorophenoxy)-3-fluorophenyl)methanol and 8-chloro-1-methyl-3,4-dihydro-1H-pyrimido[1,6-a]pyrimidin-6(2H)-one. Starting materials: CCOC(=O)C(OC(C)C)C(O)c1cc(C)c(OCCc2nc(C3CCCCC3)oc2C)c(C)c1, CC[SiH](CC)CC, O=C(O)C(F)(F)F. The product is CCOC(=O)C(Cc1cc(C)c(OCCc2nc(C3CCCCC3)oc2C)c(C)c1)OC(C)C. Reaction SMILES: [CH2:1]([CH3:2])[O:3][C:4]([CH:5]([CH:6]([OH:7])[c:8]1[cH:9][c:10]([CH3:30])[c:11]([O:15][CH2:16][CH2:17][c:18]2[n:19][c:20]([CH:24]3[CH2:25][CH2:26][CH2:27][CH2:28][CH2:29]3)[o:21][c:22]2[CH3:23])[c:12]([CH3:14])[cH:13]1)[O:31][CH:32]([CH3:33])[CH3:34])=[O:35].[CH2:36]([SiH:37]([CH2:38][CH3:39])[CH2:40][CH3:41])[CH3:42].[OH:43][C:44]([C:45]([F:46])([F:47])[F:48])=[O:49]>>[CH2:1]([CH3:2])[O:3][C:4]([CH:5]([CH2:6][c:8]1[cH:9][c:10]([CH3:30])[c:11]([O:15][CH2:16][CH2:17][c:18]2[n:19][c:20]([CH:24]3[CH2:25][CH2:26][CH2:27][CH2:28][CH2:29]3)[o:21][c:22]2[CH3:23])[c:12]([CH3:14])[cH:13]1)[O:31][CH:32]([CH3:33])[CH3:34])=[O:35].